This data is from the Open Reaction Database (ORD), a public repository of structured organic reaction records. The task is: describe an organic reaction: reactants, conditions, products, and yield Reactants: O=C([O-])[O-], COC(=O)COc1ccc(Cl)c2[nH]c(=O)c(Cc3ccc(-n4cccn4)cc3)c(C)c12, CN(C)C=O, CC(=O)O, CI, [K+], [K+], O. Yields the product COC(=O)COc1ccc(Cl)c2nc(OC)c(Cc3ccc(-n4cccn4)cc3)c(C)c12. As a reaction SMILES: [C:32](=[O:33])([O-:34])[O-:35].[CH3:1][O:2][C:3]([CH2:4][O:5][c:6]1[c:7]2[c:8]([CH3:30])[c:9]([CH2:18][c:19]3[cH:20][cH:21][c:22](-[n:25]4[n:26][cH:27][cH:28][cH:29]4)[cH:23][cH:24]3)[c:10](=[O:17])[nH:11][c:12]2[c:13]([Cl:16])[cH:14][cH:15]1)=[O:31].[CH3:40][N:41]([CH3:42])[CH:43]=[O:44].[CH3:46][C:47](=[O:48])[OH:49].[I:38][CH3:39].[K+:36].[K+:37].[OH2:45]>>[CH3:1][O:2][C:3]([CH2:4][O:5][c:6]1[c:7]2[c:8]([CH3:30])[c:9]([CH2:18][c:19]3[cH:20][cH:21][c:22](-[n:25]4[n:26][cH:27][cH:28][cH:29]4)[cH:23][cH:24]3)[c:10]([O:17][CH3:32])[n:11][c:12]2[c:13]([Cl:16])[cH:14][cH:15]1)=[O:31]. Starting materials: [BH4-], O=Cc1cccc(C2=CCCC2)c1, CC1(C)Cc2cccc(OCCN)c2O1, ClCCCl, [K+], [Mg+2], O=S(=O)([O-])[O-], O. The product is CC1(C)Cc2cccc(OCCNCc3cccc(C4=CCCC4)c3)c2O1. RXN SMILES: [BH4-:35].[C:7]1([c:12]2[cH:13][c:14]([CH:15]=[O:16])[cH:17][cH:18][cH:19]2)=[CH:8][CH2:9][CH2:10][CH2:11]1.[CH3:20][C:21]1([CH3:34])[O:22][c:23]2[c:24]([cH:26][cH:27][cH:28][c:29]2[O:30][CH2:31][CH2:32][NH2:33])[CH2:25]1.[Cl:37][CH2:38][CH2:39][Cl:40].[K+:36].[Mg+2:1].[O-:2][S:3](=[O:4])(=[O:5])[O-:6].[OH2:41]>>[C:7]1([c:12]2[cH:13][c:14]([CH2:15][NH:33][CH2:32][CH2:31][O:30][c:29]3[c:23]4[c:24]([cH:26][cH:27][cH:28]3)[CH2:25][C:21]([CH3:20])([CH3:34])[O:22]4)[cH:17][cH:18][cH:19]2)=[CH:8][CH2:9][CH2:10][CH2:11]1. Starting materials: CCOC(=O)C1=C(OS(=O)(=O)C(F)(F)F)CCC1, CN(C)C=O, CCCC[Sn](CCCC)(CCCC)c1cn(S(=O)(=O)c2ccc(C)cc2)c2ccc(C#N)cc12, c1ccc([As](c2ccccc2)c2ccccc2)cc1. The product is CCOC(=O)C1=C(c2cn(S(=O)(=O)c3ccc(C)cc3)c3ccc(C#N)cc23)CCC1. As a reaction SMILES: [CH2:35]([CH3:36])[O:37][C:38](=[O:39])[C:40]1=[C:41]([O:45][S:46]([C:47]([F:48])([F:49])[F:50])(=[O:51])=[O:52])[CH2:42][CH2:43][CH2:44]1.[O:72]=[CH:73][N:74]([CH3:75])[CH3:76].[c:1]1([CH3:34])[cH:2][cH:3][c:4]([S:7](=[O:8])(=[O:9])[n:10]2[cH:11][c:12]([Sn:21]([CH2:22][CH2:23][CH2:24][CH3:25])([CH2:26][CH2:27][CH2:28][CH3:29])[CH2:30][CH2:31][CH2:32][CH3:33])[c:13]3[cH:14][c:15]([C:19]#[N:20])[cH:16][cH:17][c:18]23)[cH:5][cH:6]1.[c:53]1([As:54]([c:55]2[cH:56][cH:57][cH:58][cH:59][cH:60]2)[c:61]2[cH:62][cH:63][cH:64][cH:65][cH:66]2)[cH:67][cH:68][cH:69][cH:70][cH:71]1>>[c:1]1([CH3:34])[cH:2][cH:3][c:4]([S:7](=[O:8])(=[O:9])[n:10]2[cH:11][c:12]([C:41]3=[C:40]([C:38]([O:37][CH2:35][CH3:36])=[O:39])[CH2:44][CH2:43][CH2:42]3)[c:13]3[cH:14][c:15]([C:19]#[N:20])[cH:16][cH:17][c:18]23)[cH:5][cH:6]1.